This data is from the Open Reaction Database (ORD), a public repository of structured organic reaction records. The task is: describe an organic reaction: reactants, conditions, products, and yield Yields the product BrC=1C=NN2C1N=C(C1=C2N(C=C1)CC)C (3-bromo-8-ethyl-5-methyl-8H-pyrazolo[1.5-a]pyrrolo-[3.2-e]pyrimidine). Reactants: C(C1=CC=CC=C1)(=O)OOC(C1=CC=CC=C1)=O (benzoyl peroxide), BrC=1C=NN2C1N=C(C1=C2N(CC1)CC)C (3-bromo-7,8-dihydro-8-ethyl-5-methyl-6H-pyrazolo[1,5-a]pyrrolo[3,2-e]pyrimidine). Run in C1=CC=CC=C1 (benzene). Isolated yield 41.1%. Run at time 2 hour. Procedure: 2.16 g (8.92 mmoles) of benzoyl peroxide were added to a solution of 2.50 g (8.89 mmoles) of 3-bromo-7,8-dihydro-8-ethyl-5-methyl-6H-pyrazolo[1,5-a]pyrrolo[3,2-e]pyrimidine (prepared as described in Example 8) dissolved in 30 ml of benzene, and the mixture was stirred for 2 hours. At the end of this time, the reaction mixture was washed with a 5% v/v aqueous solution of sodium bicarbonate and then with water, after which it was dried over anhydrous sodium sulfate and then concentrated by evapora... RXN SMILES: C(OOC(=O)C1C=CC=CC=1)(=O)C1C=CC=CC=1.[Br:19][C:20]1[CH:21]=[N:22][N:23]2[C:28]3[N:29]([CH2:32][CH3:33])[CH2:30][CH2:31][C:27]=3[C:26]([CH3:34])=[N:25][C:24]=12>C1C=CC=CC=1>[Br:19][C:20]1[CH:21]=[N:22][N:23]2[C:28]3[N:29]([CH2:32][CH3:33])[CH:30]=[CH:31][C:27]=3[C:26]([CH3:34])=[N:25][C:24]=12. The reactants are C(C)N (ethylamine), N12CC(C(CC1)CC2)C2=CNC1=CC=C(C=C21)N (3-(1-azabicyclo[2.2.2]oct-3-yl)-1H-indol-5-ylamine). Reagents/catalysts: O=[Mn]=O (MnO2). Solvent: CN(C=O)C (dimethylformamide). Conditions: time 12 hour. Yields the product N12CC(C(CC1)CC2)C2=CNC1=CC=C3C(=C21)N=C(N3)C (8-(1-azabicyclo[2.2.2]oct-3-yl)-2-methyl-3,6-dihydroimidazo[4,5-e]indole). RXN SMILES: [CH2:1]([NH2:3])[CH3:2].[N:4]12[CH2:11][CH2:10][CH:7]([CH2:8][CH2:9]1)[CH:6]([C:12]1[C:20]3[C:15](=[CH:16][CH:17]=[C:18]([NH2:21])[CH:19]=3)[NH:14][CH:13]=1)[CH2:5]2>CN(C)C=O.O=[Mn]=O>[N:4]12[CH2:9][CH2:8][CH:7]([CH2:10][CH2:11]1)[CH:6]([C:12]1[C:20]3[C:15](=[CH:16][CH:17]=[C:18]4[NH:21][C:1]([CH3:2])=[N:3][C:19]4=3)[NH:14][CH:13]=1)[CH2:5]2. Procedure: 2 mmol of ethylamine and 10 mmol of MnO2 are added to a solution of 1 mmol of 3-(1-azabicyclo[2.2.2]oct-3-yl)-1H-indol-5-ylamine in 20 ml of dimethylformamide (DMF), and the mixture is stirred at room temperature for 12 hours. The suspension is filtered through Celite and washed with DMF. After the solvent has been distilled, the mixture is subjected to conventional work-up, giving 8-(1-azabicyclo[2.2.2]oct-3-yl)-2-methyl-3,6-dihydroimidazo[4,5-e]indole; ESI 281. Starting materials: C1(=C(C=CC=C1)P(C1=C(C=CC=C1)C)C1=C(C=CC=C1)C)C (tri-o-tolyl phosphine), C(C=C)(=O)OCC (ethyl acrylate), C1(=C(C=CC=C1)P(C1=C(C=CC=C1)C)C1=C(C=CC=C1)C)C (tri-o-tolyl phosphine), BrC=1C=C(C=CC1)C1(CC1)C(=O)OCC (Ethyl 1-(3-bromophenyl)cyclopropanecarboxylate). The reagents and catalysts are C(C)(=O)[O-].[Pd+2].C(C)(=O)[O-] (Palladium acetate), C(C)(=O)[O-].[Pd+2].C(C)(=O)[O-] (Palladium acetate). The solvent is C(C)#N (acetonitrile). Yields the product C(C)OC(/C=C/C=1C=C(C=CC1)C1(CC1)C(=O)OCC)=O ((E)-ethyl 1-(3-(3-ethoxy-3-oxoprop-1-en-1-yl)phenyl)cyclopropanecarboxylate). Isolated yield 55.2%. RXN SMILES: Br[C:2]1[CH:3]=[C:4]([C:8]2([C:11]([O:13][CH2:14][CH3:15])=[O:12])[CH2:10][CH2:9]2)[CH:5]=[CH:6][CH:7]=1.[C:16]([O:20][CH2:21][CH3:22])(=[O:19])[CH:17]=[CH2:18].C1(C)C=CC=CC=1P(C1C=CC=CC=1C)C1C=CC=CC=1C>C(#N)C.C([O-])(=O)C.[Pd+2].C([O-])(=O)C>[CH2:21]([O:20][C:16](=[O:19])/[CH:17]=[CH:18]/[C:2]1[CH:3]=[C:4]([C:8]2([C:11]([O:13][CH2:14][CH3:15])=[O:12])[CH2:10][CH2:9]2)[CH:5]=[CH:6][CH:7]=1)[CH3:22] |f:4.5.6|. Reported procedure: Ethyl 1-(3-bromophenyl)cyclopropanecarboxylate (740 mg, 2.75 mmol) was dissolved in acetonitrile (20 mL) and the solution was treated with ethyl acrylate (3.90 mL, 35.7 mmol) and tri-o-tolyl phosphine (83.7 mg, 0.275 mmol). The reaction mixture was stirred at room temperature until all of the tri-o-tolyl phosphine had dissolved. Palladium acetate (30.9 mg, 0.137 mmol) was added in a single portion and the reaction mixture was stirred at reflux for 16 hr. Palladium acetate was added (10 mg) and t... Starting materials: Cc1cc(C(C)N=C=O)ccc1Br, C=C(C)CC1(c2ccccc2)CCN(C(C)c2ccc(Br)cc2)C(=O)O1, C=C(C)CC(O)(CCCl)c1ccccc1. Product: C=C(C)CC1(c2ccccc2)CCN(C(C)c2ccc(Br)c(C)c2)C(=O)O1. Reaction SMILES: [Br:16][c:17]1[c:18]([CH3:28])[cH:19][c:20]([CH:23]([CH3:24])[N:25]=[C:26]=[O:27])[cH:21][cH:22]1.[Br:29][c:30]1[cH:31][cH:32][c:33]([CH:34]([N:35]2[CH2:36][CH2:37][C:38]([CH2:39][C:40]([CH3:41])=[CH2:42])([c:43]3[cH:44][cH:45][cH:46][cH:47][cH:48]3)[O:49][C:50]2=[O:51])[CH3:52])[cH:53][cH:54]1.[Cl:1][CH2:2][CH2:3][C:4]([CH2:5][C:6](=[CH2:7])[CH3:8])([OH:9])[c:10]1[cH:11][cH:12][cH:13][cH:14][cH:15]1>>[CH2:2]1[CH2:3][C:4]([CH2:5][C:6](=[CH2:7])[CH3:8])([c:10]2[cH:11][cH:12][cH:13][cH:14][cH:15]2)[O:9][C:26](=[O:27])[N:25]1[CH:23]([c:20]1[cH:19][c:18]([CH3:28])[c:17]([Br:16])[cH:22][cH:21]1)[CH3:24].